From a dataset of the Open Reaction Database (ORD), a public repository of structured organic reaction records. describe an organic reaction: reactants, conditions, products, and yield Starting materials: NC1=CC=C(C(=O)OC)C=C1 (methyl 4-aminobenzoate), [I-].[Na+] (sodium iodide), ClC(C=1C=C(SC1CC)C1CCSCC1)C1CCCCC1 (4-{4-[chloro(cyclohexyl)methyl]-5-ethylthiophen-2-yl}tetrahydro-2H-thiopyran), C([O-])([O-])=O.[Na+].[Na+] (sodium carbonate), Cl (Hydrochloric acid), [OH-].[Na+] (sodium hydroxide). The solvent is CN(C(C)=O)C (N,N-dimethylacetamide), C(C)O (ethanol), O1CCCC1 (tetrahydrofuran). Reaction conditions: temperature 100 celsius, time 8 hour. Yields the product C1(CCCCC1)C(C1=C(SC(=C1)C1CCSCC1)CC)NC1=CC=C(C(=O)O)C=C1 (4-({cyclohexyl[2-ethyl-5-(tetrahydro-2H-thiopyran-4-yl)thiophen-3-yl]methyl}amino)benzoic acid). Isolated yield 83.8%. RXN SMILES: Cl[CH:2]([CH:16]1[CH2:21][CH2:20][CH2:19][CH2:18][CH2:17]1)[C:3]1[CH:4]=[C:5]([CH:10]2[CH2:15][CH2:14][S:13][CH2:12][CH2:11]2)[S:6][C:7]=1[CH2:8][CH3:9].[NH2:22][C:23]1[CH:32]=[CH:31][C:26]([C:27]([O:29]C)=[O:28])=[CH:25][CH:24]=1.[I-].[Na+].C(=O)([O-])[O-].[Na+].[Na+].Cl.[OH-].[Na+]>C(O)C.O1CCCC1.CN(C)C(=O)C>[CH:16]1([CH:2]([NH:22][C:23]2[CH:32]=[CH:31][C:26]([C:27]([OH:29])=[O:28])=[CH:25][CH:24]=2)[C:3]2[CH:4]=[C:5]([CH:10]3[CH2:15][CH2:14][S:13][CH2:12][CH2:11]3)[S:6][C:7]=2[CH2:8][CH3:9])[CH2:21][CH2:20][CH2:19][CH2:18][CH2:17]1 |f:2.3,4.5.6,8.9|. Reported procedure: To a mixture of 4-{4-[chloro(cyclohexyl)methyl]-5-ethylthiophen-2-yl}tetrahydro-2H-thiopyran (1.91 g) synthesized above, methyl 4-aminobenzoate (1.68 g), sodium iodide (1.66 g) and N,N-dimethylacetamide (20 mL) was added sodium carbonate (1.18 g), and the mixture was stirred overnight at 100° C. under an argon atmosphere. 1N Hydrochloric acid was added to quench the reaction, and the mixture was extracted with ethyl acetate. The extract was washed with saturated brine, dried over magnesium sulfa...